This data is from the Open Reaction Database (ORD), a public repository of structured organic reaction records. The task is: describe an organic reaction: reactants, conditions, products, and yield Yields the product CC(C)(C)OC(=O)N1CCC(OCC2CCC2)CC1. Starting materials: BrCC1CCC1, CC(C)(C)OC(=O)N1CCC(O)CC1, [H-], [Na+]. RXN SMILES: [Br:17][CH2:18][CH:19]1[CH2:20][CH2:21][CH2:22]1.[C:3]([CH3:4])([CH3:5])([CH3:6])[O:7][C:8](=[O:9])[N:10]1[CH2:11][CH2:12][CH:13]([OH:16])[CH2:14][CH2:15]1.[H-:2].[Na+:1]>>[C:3]([CH3:4])([CH3:5])([CH3:6])[O:7][C:8](=[O:9])[N:10]1[CH2:11][CH2:12][CH:13]([O:16][CH2:18][CH:19]2[CH2:20][CH2:21][CH2:22]2)[CH2:14][CH2:15]1. Starting materials: CC(C)(C)OC(=O)N1CC2CCN(c3ccc(Br)cc3)C2C1, [BH3-]C#N, C=O, ClCCl, O=C(O)C(F)(F)F, [Na+]. Product: CN1CC2CCN(c3ccc(Br)cc3)C2C1. RXN SMILES: [Br:1][c:2]1[cH:3][cH:4][c:5]([N:8]2[CH:9]3[CH:10]([CH2:11][CH2:12]2)[CH2:13][N:14]([C:16]([O:17][C:18]([CH3:19])([CH3:20])[CH3:21])=[O:22])[CH2:15]3)[cH:6][cH:7]1.[C:32]([BH3-:33])#[N:34].[CH2:30]=[O:31].[Cl:36][CH2:37][Cl:38].[F:23][C:24]([F:25])([F:26])[C:27]([OH:28])=[O:29].[Na+:35]>>[Br:1][c:2]1[cH:3][cH:4][c:5]([N:8]2[CH:9]3[CH:10]([CH2:11][CH2:12]2)[CH2:13][N:14]([CH3:16])[CH2:15]3)[cH:6][cH:7]1.